From a dataset of the Open Reaction Database (ORD), a public repository of structured organic reaction records. describe an organic reaction: reactants, conditions, products, and yield Starting materials: COCCO[AlH2-]OCCOC.[Na+] (Red-Al), [H-].COCCO[Al+]OCCOC.[Na+].[H-] (sodium bis(2-methoxyethoxy)aluminum hydride), N1C=C(C2=CC=CC=C12)CC(C(=O)NCC1=C(C=CC=C1)OC)NC(C1=CC=CC=C1)(C1=CC=CC=C1)C1=CC=CC=C1 (3-(1H-indol-3-yl)-N-(2-methoxybenzyl)-2-(N-triphenylmethylamino)propanamide). The solvent is C1(=CC=CC=C1)C (toluene), O1CCCC1 (tetrahydrofuran), O1CCCC1 (tetrahydrofuran). Product: N1C=C(C2=CC=CC=C12)CC(CNCC1=C(C=CC=C1)OC)NC(C1=CC=CC=C1)(C1=CC=CC=C1)C1=CC=CC=C1 (3-(1H-indol-3-yl)1-[N-(2-methoxybenzyl)amino]-2-(N-triphenylmethylamino)propane). As a reaction SMILES: COCCO[AlH2-]OCCOC.[Na+].[H-].COCCO[Al+]OCCOC.[Na+].[H-].[NH:27]1[C:35]2[C:30](=[CH:31][CH:32]=[CH:33][CH:34]=2)[C:29]([CH2:36][CH:37]([NH:50][C:51]([C:64]2[CH:69]=[CH:68][CH:67]=[CH:66][CH:65]=2)([C:58]2[CH:63]=[CH:62][CH:61]=[CH:60][CH:59]=2)[C:52]2[CH:57]=[CH:56][CH:55]=[CH:54][CH:53]=2)[C:38]([NH:40][CH2:41][C:42]2[CH:47]=[CH:46][CH:45]=[CH:44][C:43]=2[O:48][CH3:49])=O)=[CH:28]1>C1(C)C=CC=CC=1.O1CCCC1>[NH:27]1[C:35]2[C:30](=[CH:31][CH:32]=[CH:33][CH:34]=2)[C:29]([CH2:36][CH:37]([NH:50][C:51]([C:64]2[CH:65]=[CH:66][CH:67]=[CH:68][CH:69]=2)([C:58]2[CH:59]=[CH:60][CH:61]=[CH:62][CH:63]=2)[C:52]2[CH:53]=[CH:54][CH:55]=[CH:56][CH:57]=2)[CH2:38][NH:40][CH2:41][C:42]2[CH:47]=[CH:46][CH:45]=[CH:44][C:43]=2[O:48][CH3:49])=[CH:28]1 |f:0.1,2.3.4.5|. Reported procedure: Red-Al®, [a 3.4 M, solution of sodium bis(2-methoxyethoxy)aluminum hydride in toluene] (535 ml, 1.819 moles), dissolved in anhydrous tetrahydrofuran (400 ml) was slowly added using an addition funnel to a refluxing solution of the acylation product, 3-(1H-indol-3-yl)-N-(2-methoxybenzyl)-2-(N-triphenylmethylamino)propanamide (228.6 g, 0.404 mols) produced supra, in anhydrous tetrahydrofuran (1.0 liter) under a nitrogen atmosphere. The reaction mixture became a purple solution. The reaction was qu... Reactants: O=c1ccn(-c2cccc(C(F)(F)F)c2)nc1Br, O=C([O-])[O-], COCCOC, [Na+], [Na+], O, OB(O)c1ccoc1-c1ccccc1, c1ccc(P(c2ccccc2)(c2ccccc2)[Pd](P(c2ccccc2)(c2ccccc2)c2ccccc2)(P(c2ccccc2)(c2ccccc2)c2ccccc2)P(c2ccccc2)(c2ccccc2)c2ccccc2)cc1. Yields the product O=c1ccn(-c2cccc(C(F)(F)F)c2)nc1-c1ccoc1-c1ccccc1. Reaction SMILES: [Br:1][c:2]1[n:3][n:4](-[c:9]2[cH:10][c:11]([C:15]([F:16])([F:17])[F:18])[cH:12][cH:13][cH:14]2)[cH:5][cH:6][c:7]1=[O:8].[C:33](=[O:34])([O-:35])[O-:36].[CH3:39][O:40][CH2:41][CH2:42][O:43][CH3:44].[Na+:37].[Na+:38].[OH2:45].[c:19]1(-[c:25]2[o:26][cH:27][cH:28][c:29]2[B:30]([OH:31])[OH:32])[cH:20][cH:21][cH:22][cH:23][cH:24]1.[cH:46]1[cH:47][cH:48][c:49]([P:50]([Pd:51]([P:52]([c:53]2[cH:54][cH:55][cH:56][cH:57][cH:58]2)([c:59]2[cH:60][cH:61][cH:62][cH:63][cH:64]2)[c:65]2[cH:66][cH:67][cH:68][cH:69][cH:70]2)([P:71]([c:72]2[cH:73][cH:74][cH:75][cH:76][cH:77]2)([c:78]2[cH:79][cH:80][cH:81][cH:82][cH:83]2)[c:84]2[cH:85][cH:86][cH:87][cH:88][cH:89]2)[P:90]([c:91]2[cH:92][cH:93][cH:94][cH:95][cH:96]2)([c:97]2[cH:98][cH:99][cH:100][cH:101][cH:102]2)[c:103]2[cH:104][cH:105][cH:106][cH:107][cH:108]2)([c:109]2[cH:110][cH:111][cH:112][cH:113][cH:114]2)[c:115]2[cH:116][cH:117][cH:118][cH:119][cH:120]2)[cH:121][cH:122]1>>[c:2]1(-[c:29]2[c:25](-[c:19]3[cH:20][cH:21][cH:22][cH:23][cH:24]3)[o:26][cH:27][cH:28]2)[n:3][n:4](-[c:9]2[cH:10][c:11]([C:15]([F:16])([F:17])[F:18])[cH:12][cH:13][cH:14]2)[cH:5][cH:6][c:7]1=[O:8]. The reactants are CCOC(=O)CNC(=O)c1nc2ccc(NCCCN3CCC(OC(c4ccccc4)c4ccccc4)CC3)nn2n1, CCO, [Na+], [OH-]. The product is O=C(O)CNC(=O)c1nc2ccc(NCCCN3CCC(OC(c4ccccc4)c4ccccc4)CC3)nn2n1. Reaction SMILES: [CH2:1]([CH3:2])[O:3][C:4]([CH2:5][NH:6][C:7](=[O:8])[c:9]1[n:10][n:11]2[n:12][c:13]([NH:18][CH2:19][CH2:20][CH2:21][N:22]3[CH2:23][CH2:24][CH:25]([O:28][CH:29]([c:30]4[cH:31][cH:32][cH:33][cH:34][cH:35]4)[c:36]4[cH:37][cH:38][cH:39][cH:40][cH:41]4)[CH2:26][CH2:27]3)[cH:14][cH:15][c:16]2[n:17]1)=[O:42].[CH3:45][CH2:46][OH:47].[Na+:44].[OH-:43]>>[O:3]=[C:4]([CH2:5][NH:6][C:7](=[O:8])[c:9]1[n:10][n:11]2[n:12][c:13]([NH:18][CH2:19][CH2:20][CH2:21][N:22]3[CH2:23][CH2:24][CH:25]([O:28][CH:29]([c:30]4[cH:31][cH:32][cH:33][cH:34][cH:35]4)[c:36]4[cH:37][cH:38][cH:39][cH:40][cH:41]4)[CH2:26][CH2:27]3)[cH:14][cH:15][c:16]2[n:17]1)[OH:42]. Starting materials: [BH4-], O=C([O-])[O-], CCOC(C)=O, [K+], [K+], Nc1ccc([N+](=O)[O-])cc1O, [Na+], O, O=C(O)C(F)(F)F. Product: O=[N+]([O-])c1ccc(NCC(F)(F)F)c(O)c1. Reaction SMILES: [BH4-:12].[C:14](=[O:15])([O-:16])[O-:17].[CH3:20][CH2:21][O:22][C:23]([CH3:24])=[O:25].[K+:18].[K+:19].[NH2:1][c:2]1[c:3]([OH:11])[cH:4][c:5]([N+:8](=[O:9])[O-:10])[cH:6][cH:7]1.[Na+:13].[OH2:33].[OH:26][C:27](=[O:28])[C:29]([F:30])([F:31])[F:32]>>[NH:1]([c:2]1[c:3]([OH:11])[cH:4][c:5]([N+:8](=[O:9])[O-:10])[cH:6][cH:7]1)[CH2:27][C:29]([F:30])([F:31])[F:32]. Starting materials: S(=O)(=O)([O-])[O-].[Na+].[Na+] (sodium sulfate), COC(=O)NC(SC)=NC(=O)OC (1,3-bis(methoxycarbonyl)-2-methyl-2-thiopseudourea), NC1=C(C=C(C=C1)C1OC(C2=C1C=CC=C2)=O)[N+](=O)[O-] (3-(4-amino-3-nitrophenyl)-2-benzofuran-1(3H)-one), Cl.C(#C)C=1C(=C(N)C=CC1)F (3-ethynyl-2-fluoroaniline hydrochloride), CN1CCCC1=O (NMP), O.O.[Sn](Cl)Cl (tin(II) chloride dihydrate), Cl (hydrochloric acid). Solvent: C(C)(=O)OCC (ethyl acetate), [Cl-].[Na+].O (brine), O (water), O1CCOCC1 (dioxane). Run at temperature 150 celsius. The product is Cl.CN(C(O)=O)C1=NC2=C(N1)C=CC(=C2)C2N(C(C1=CC=CC=C21)=O)C2=C(C(=CC=C2)C#C)F (methyl{5-[2-(3-ethynyl-2-fluorophenyl)-3-oxo-2,3-dihydro-1H-isoindol-1-yl]-1H-benzimidazol-2-yl}carbamate hydrochloride). RXN SMILES: [NH2:1][C:2]1[CH:7]=[CH:6][C:5]([CH:8]2[C:12]3[CH:13]=[CH:14][CH:15]=[CH:16][C:11]=3[C:10](=[O:17])O2)=[CH:4][C:3]=1[N+:18]([O-])=O.Cl.[C:22]([C:24]1[C:25]([F:31])=[C:26]([CH:28]=[CH:29][CH:30]=1)[NH2:27])#[CH:23].O.O.[Sn](Cl)[Cl:35].S([O-])([O-])(=O)=O.[Na+].[Na+].COC(N[C:49](=[N:52][C:53]([O:55]C)=[O:54])SC)=O.Cl.[CH3:58]N1C(=O)CCC1>[Cl-].[Na+].O.O1CCOCC1.C(OCC)(=O)C.O>[ClH:35].[CH3:49][N:52]([C:58]1[NH:1][C:2]2[CH:7]=[CH:6][C:5]([CH:8]3[C:12]4[C:11](=[CH:16][CH:15]=[CH:14][CH:13]=4)[C:10](=[O:17])[N:27]3[C:26]3[CH:28]=[CH:29][CH:30]=[C:24]([C:22]#[CH:23])[C:25]=3[F:31])=[CH:4][C:3]=2[N:18]=1)[C:53](=[O:54])[OH:55] |f:1.2,3.4.5,6.7.8,12.13.14,18.19|. Procedure: To a solution of 3-(4-amino-3-nitrophenyl)-2-benzofuran-1(3H)-one (1.0 g, 3.7 mmol) in NMP (6 mL) was added 3-ethynyl-2-fluoroaniline hydrochloride (1.9 g, 11.1 mmol). The mixture was heated to 150° C. for 2.25 h, and then the temperature was raised to 170° C. for a further 45 min. After cooling to rt, water and brine were added, and the resulting aqueous mixture was extracted twice with ethyl acetate. The organic extracts were dried over magnesium sulfate, filtered, and pre-absorbed on silica g...